Dataset: the Open Reaction Database (ORD), a public repository of structured organic reaction records. Task: describe an organic reaction: reactants, conditions, products, and yield Solvent: C(C)O (ethanol). Reported procedure: An ethanol solution of dimethylamine is reacted with 2-bromo-4-chloromethylthiazole, prepared according to reference (4) above, and the resultant 2-bromo-4-dimethylaminomethylthiazole is treated with a strong base and formaldehyde according to the general procedure described in Acta. Chem. Scand., 20, 2649 (1966), to give the desired 4-dimethylaminomethyl-2-hydroxymethylthiazole. Reactants: BrC=1SC=C(N1)CN(C)C (2-bromo-4-dimethylaminomethylthiazole), C=O (formaldehyde), CNC (dimethylamine), BrC=1SC=C(N1)CCl (2-bromo-4-chloromethylthiazole), ( 4 ). RXN SMILES: CNC.BrC1SC=C(CCl)N=1.Br[C:13]1[S:14][CH:15]=[C:16]([CH2:18][N:19]([CH3:21])[CH3:20])[N:17]=1.[CH2:22]=[O:23]>C(O)C>[CH3:20][N:19]([CH2:18][C:16]1[N:17]=[C:13]([CH2:22][OH:23])[S:14][CH:15]=1)[CH3:21]. Yields the product CN(C)CC=1N=C(SC1)CO (4-dimethylaminomethyl-2-hydroxymethylthiazole). The reactants are C(C)(C)C1=C(N)C(=CC=C1)C(C)C (2,6-diisopropylaniline), O.O.O.C(C)(=O)[O-].[Na+] (sodium acetate trihydrate), BrCC(=O)Br (bromoacetyl bromide), ice. Solvent: CC(=O)C (acetone), O (water), O (water). Conditions: time 1 hour. Yields the product CC(C)C1=C(C(=CC=C1)C(C)C)NC(CBr)=O (N-[2,6-Bis(1-methylethyl)phenyl]-2-bromoacetamide). The yield is 86.8%. RXN SMILES: [CH:1]([C:4]1[CH:10]=[CH:9][CH:8]=[C:7]([CH:11]([CH3:13])[CH3:12])[C:5]=1[NH2:6])([CH3:3])[CH3:2].O.O.O.C([O-])(=O)C.[Na+].[Br:22][CH2:23][C:24](Br)=[O:25]>CC(C)=O.O>[CH3:12][CH:11]([C:7]1[CH:8]=[CH:9][CH:10]=[C:4]([CH:1]([CH3:3])[CH3:2])[C:5]=1[NH:6][C:24](=[O:25])[CH2:23][Br:22])[CH3:13] |f:1.2.3.4.5|. Procedure: To a well-stirred ice-cooled mixture of 2,6-diisopropylaniline (10.0 g, 0.056 mol) in acetone (25 mL) and water (25 mL) and sodium acetate trihydrate (15.3 g, 0.112 mol), bromoacetyl bromide (17.0 g, 0.084 mol) is added dropwise. The reaction mixture is allowed to warm to room temperature and stirred for 1 hour. The reaction mixture is diluted with water (100 mL), the product filtered, washed with cold water, sodium bicarbonate solution, water, and finally with hexane. The product is dried in a ... As a reaction SMILES: [CH3:1][N:2]([CH:21]1[C:29]2[C:24](=[C:25]([OH:30])[CH:26]=[CH:27][CH:28]=2)[CH2:23][CH2:22]1)[CH2:3][C:4]1[O:5][C:6]([C:15]2[CH:20]=[CH:19][CH:18]=[CH:17][CH:16]=2)=[C:7]([C:9]2[CH:14]=[CH:13][CH:12]=[CH:11][CH:10]=2)[N:8]=1.Br[CH2:32][C:33]([O:35][CH2:36][CH3:37])=[O:34].C([O-])([O-])=O.[K+].[K+]>CN(C=O)C>[CH3:1][N:2]([CH:21]1[C:29]2[C:24](=[C:25]([O:30][CH2:32][C:33]([O:35][CH2:36][CH3:37])=[O:34])[CH:26]=[CH:27][CH:28]=2)[CH2:23][CH2:22]1)[CH2:3][C:4]1[O:5][C:6]([C:15]2[CH:20]=[CH:19][CH:18]=[CH:17][CH:16]=2)=[C:7]([C:9]2[CH:10]=[CH:11][CH:12]=[CH:13][CH:14]=2)[N:8]=1 |f:2.3.4|. Procedure details: To a solution of 1-[N-methyl-N-[(4,5-diphenyloxazol-9-yl)methyl]amino]-2,3-dihydro-4-methoxy-1H-indene (109 mg) in dichloromethane (2 ml) was added 1M boron tribromide dichloromethane solution (1 ml) at 0° C. After being stirred for 4 hours at 0° C., the solvent was evaporated in vacuo. The residue was extracted with ethyl acetate. The mixture was washed with brine, dried over MgSO4 and evaporated in vacuo to afford crude 1-[N-methyl-N-[4,5-diphenyloxazol-2-yl)methyl]amino]-2,3-dihydro-4-hydroxy... Conditions: time 24 hour. The yield is 60.3%. The reactants are CN(CC=1OC(=C(N1)C1=CC=CC=C1)C1=CC=CC=C1)C1CCC2=C(C=CC=C12)O (1-[N-methyl-N-[(4,5-diphenyloxazol-2-yl)methyl]amino]-2,3-dihydro-4-hydroxy-1H-indene), BrCC(=O)OCC (ethyl bromoacetate), C(=O)([O-])[O-].[K+].[K+] (K2CO3). The product is CN(CC=1OC(=C(N1)C1=CC=CC=C1)C1=CC=CC=C1)C1CCC2=C(C=CC=C12)OCC(=O)OCC (1-[N-methyl-N-[(4,5-diphenyloxazol-2-yl)methyl]amino]-2,3-dihydro-4-ethoxycarbonylmethoxy-1H-indene). The solvent is CN(C)C=O (DMF). Reaction SMILES: [CH3:1][c:2]1[c:3]([CH2:13][O:14][c:15]2[cH:16][cH:17][c:18]([CH2:21][OH:22])[cH:19][cH:20]2)[n:4][c:5](-[c:7]2[cH:8][cH:9][cH:10][cH:11][cH:12]2)[o:6]1.[CH3:67][c:68]1[cH:69][cH:70][cH:71][cH:72][cH:73]1.[Cl:23][c:24]1[cH:25][cH:26][c:27]([OH:35])[c:28]([CH2:30][C:31](=[O:32])[O:33][CH3:34])[cH:29]1.[O:55]=[C:56]([O:57][CH2:58][CH3:59])[N:60]=[N:61][C:62]([O:63][CH2:64][CH3:65])=[O:66].[O:74]1[CH2:75][CH2:76][CH2:77][CH2:78]1.[c:36]1([P:37]([c:38]2[cH:39][cH:40][cH:41][cH:42][cH:43]2)[c:44]2[cH:45][cH:46][cH:47][cH:48][cH:49]2)[cH:50][cH:51][cH:52][cH:53][cH:54]1>>[CH3:1][c:2]1[c:3]([CH2:13][O:14][c:15]2[cH:16][cH:17][c:18]([CH2:21][O:22][c:27]3[cH:26][cH:25][c:24]([Cl:23])[cH:29][c:28]3[CH2:30][C:31](=[O:32])[O:33][CH3:34])[cH:19][cH:20]2)[n:4][c:5](-[c:7]2[cH:8][cH:9][cH:10][cH:11][cH:12]2)[o:6]1. Product: COC(=O)Cc1cc(Cl)ccc1OCc1ccc(OCc2nc(-c3ccccc3)oc2C)cc1. Starting materials: Cc1oc(-c2ccccc2)nc1COc1ccc(CO)cc1, Cc1ccccc1, COC(=O)Cc1cc(Cl)ccc1O, CCOC(=O)N=NC(=O)OCC, C1CCOC1, c1ccc(P(c2ccccc2)c2ccccc2)cc1.